From a dataset of the Open Reaction Database (ORD), a public repository of structured organic reaction records. describe an organic reaction: reactants, conditions, products, and yield The solvent is ClCCl (dichloromethane). The yield is 128.1%. RXN SMILES: [CH3:1][C:2]([CH3:26])([CH3:25])[C@H:3]([N:11]1[CH2:15][CH2:14][N:13]([CH2:16][C:17]2[CH:22]=[CH:21][CH:20]=[C:19]([CH3:23])[N:18]=2)[C:12]1=[O:24])[C:4]([O:6]C(C)(C)C)=[O:5].FC(F)(F)C(O)=O>ClCCl>[CH3:1][C:2]([CH3:26])([CH3:25])[C@H:3]([N:11]1[CH2:15][CH2:14][N:13]([CH2:16][C:17]2[CH:22]=[CH:21][CH:20]=[C:19]([CH3:23])[N:18]=2)[C:12]1=[O:24])[C:4]([OH:6])=[O:5]. The reactants are FC(C(=O)O)(F)F (trifluoroacetic acid), FC(C(=O)O)(F)F (trifluoracetic acid), CC([C@@H](C(=O)OC(C)(C)C)N1C(N(CC1)CC1=NC(=CC=C1)C)=O)(C)C (tert-butyl(2S)-3,3-dimethyl-2-{3-[(6-methyl-2-pyridinyl)methyl]-2-oxo-1-imidazolidinyl}butanoate). Reported procedure: A solution containing the product from Example 10B (1.33 g, 3.68 mmol) in dichloromethane (20 mL) was treated with trifluoracetic acid (20 mL), stirred at 25° C. for 2 hours and concentrated. The residue was purified by reversed phase chromatography on a C18 column, eluting with 0-100% acetonitrile/water (0.1% TFA) to give the title compound (1.44 g, 94% yield) as the trifluoroacetic acid salt. Reaction conditions: temperature 25 celsius, time 2 hour. Yields the product CC([C@@H](C(=O)O)N1C(N(CC1)CC1=NC(=CC=C1)C)=O)(C)C ((2S)-3,3-dimethyl-2-{3-[(6-methyl-2-pyridinyl)methyl]-2-oxo-1-imidazolidinyl}butanoic acid). Reactants: NC1=CC(=C(C#N)C=C1)Cl (4-amino-2-chlorobenzonitrile), C12C(OC(C2CC1)=O)=O (3-oxabicyclo[3.2.0]heptane-2,4-dione), TEA. The solvent is C1(=CC=CC=C1)C (toluene), [Cl-].[Na+].O (brine). Yields the product ClC=1C=C(C=CC1C#N)NC(=O)C1C(CC1)C(=O)O (2-((3-chloro-4-cyanophenyl)carbamoyl)cyclobutanecarboxylic acid). The yield is 35.4%. RXN SMILES: [NH2:1][C:2]1[CH:9]=[CH:8][C:5]([C:6]#[N:7])=[C:4]([Cl:10])[CH:3]=1.[CH:11]12[CH2:17][CH2:16][CH:15]1[C:14](=[O:18])[O:13][C:12]2=[O:19]>C1(C)C=CC=CC=1.[Cl-].[Na+].O>[Cl:10][C:4]1[CH:3]=[C:2]([NH:1][C:14]([CH:15]2[CH2:16][CH2:17][CH:11]2[C:12]([OH:19])=[O:13])=[O:18])[CH:9]=[CH:8][C:5]=1[C:6]#[N:7] |f:3.4.5|. Procedure details: A solution of 4-amino-2-chlorobenzonitrile (1229 mg, 8.06 mmol), 3-oxabicyclo[3.2.0]heptane-2,4-dione (1016 mg, 8.06 mmol) and TEA (1.123 mL, 8.06 mmol) in toluene (10 mL) was stirred at 80° C. for 14 hr. To the reaction mixture was added brine at room temperature, and the mixture was extracted with ethyl acetate. The organic layer was washed with water and saturated brine, and dried, and the solvent was evaporated under reduced pressure. The obtained residue was purified by COOH-silica gel colu...